From a dataset of the Open Reaction Database (ORD), a public repository of structured organic reaction records. describe an organic reaction: reactants, conditions, products, and yield The reactants are COC1=C(C=CC(=C1)OC)C1=NN(C2=C(C=CC=C12)C(F)(F)F)C(C)C (3-(2,4-dimethoxyphenyl)-1-isopropyl-7-(trifluoromethyl)-1H-indazole), B(Br)(Br)Br (boron tribromide), C1=CCCCC1 (cyclohexene). Yields the product C(C)(C)N1N=C(C2=CC=CC(=C12)C(F)(F)F)C1=C(C=C(C=C1)O)O (4-[1-isopropyl-7-(trifluoromethyl)-1H-indazol-3-yl]benzene-1,3-diol). Yield: 66.4%. RXN SMILES: C[O:2][C:3]1[CH:8]=[C:7]([O:9]C)[CH:6]=[CH:5][C:4]=1[C:11]1[C:19]2[C:14](=[C:15]([C:20]([F:23])([F:22])[F:21])[CH:16]=[CH:17][CH:18]=2)[N:13]([CH:24]([CH3:26])[CH3:25])[N:12]=1.B(Br)(Br)Br.C1CCCCC=1>>[CH:24]([N:13]1[C:14]2[C:19](=[CH:18][CH:17]=[CH:16][C:15]=2[C:20]([F:23])([F:22])[F:21])[C:11]([C:4]2[CH:5]=[CH:6][C:7]([OH:9])=[CH:8][C:3]=2[OH:2])=[N:12]1)([CH3:26])[CH3:25]. Reported procedure: Prepared according to Method D step C from 3-(2,4-dimethoxyphenyl)-1-isopropyl-7-(trifluoromethyl)-1H-indazole (0.442 g, 1.2 mmol), boron tribromide (0.688 mL, 7.27 mmol) and 1.0 mL of cyclohexene to give the product (0.268 g) as an off-white solid. Reactants: C1(=CC=CC=C1)C1=NNC2=CC=C(C=C12)Cl (3-Phenyl-5-chloroindazole), C=O (paraformaldehyde), N1CCOCC1 (morpholine), [OH-].[Na+] (sodium hydroxide). Solvent: C(C)O (ethanol). The product is O1CCN(CC1)CN1N=C(C2=CC(=CC=C12)Cl)C1=CC=CC=C1 (1-morpholinomethyl-3-phenyl-5-chloroindazole). The yield is 51.8%. RXN SMILES: [C:1]1([C:7]2[C:15]3[C:10](=[CH:11][CH:12]=[C:13]([Cl:16])[CH:14]=3)[NH:9][N:8]=2)[CH:6]=[CH:5][CH:4]=[CH:3][CH:2]=1.[CH2:17]=O.[NH:19]1[CH2:24][CH2:23][O:22][CH2:21][CH2:20]1.[OH-].[Na+]>C(O)C>[O:22]1[CH2:23][CH2:24][N:19]([CH2:17][N:9]2[C:10]3[C:15](=[CH:14][C:13]([Cl:16])=[CH:12][CH:11]=3)[C:7]([C:1]3[CH:2]=[CH:3][CH:4]=[CH:5][CH:6]=3)=[N:8]2)[CH2:20][CH2:21]1 |f:3.4|. Procedure: 3-Phenyl-5-chloroindazole (2.29 g), paraformaldehyde (0.35 g), morpholine (1.91 g) and 1N aqeous sodium hydroxide solution (1 ml) were added to 40 ml of ethanol and the mixture was allowed to react under reflux. The reaction mixture was concentrated and then the residue was dissolved in chloroform, washed with water, dried over sodium sulfate and concentrated. The residue was treated with column chromatography to obtain 1.7 g of 1-morpholinomethyl-3-phenyl-5-chloroindazole having a melting point... The reactants are N#N.C(C1=CC=CC=C1)OC(=O)N[C@@H](CSC)C(=O)N[C@H]([C@@H](C[C@@]1(N(CCC1)C(C)(C)C)C(=O)N)O)CC1=CC=CC=C1 (N2 [3(S)-[[N-(benzyloxycarbonyl)-S-methyl-L-cysteinyl]amino]-2(R)-hydroxy-4-phenylbutyl]-N1 -tert.butyl-L-prolinamide), ClC1=CC(=CC=C1)C(=O)OO (3-chloroperbenzoic acid). The solvent is CO (methanol), CO (methanol). Run at temperature -70 celsius, time 30 minute. The product is N#N.C(C1=CC=CC=C1)OC(=O)N[C@@H](CS(=O)C)C(=O)N[C@H]([C@@H](C[C@@]1(N(CCC1)C(C)(C)C)C(=O)N)O)CC1=CC=CC=C1 (N2 [3(S)-[[N-(benzyloxycarbonyl)-3-(methylsulphinyl)-L-alanyl]amino]-2(R)-hydroxy-4-phenylbutyl]-N1 -tert.butyl-L-prolinamide). Yield: 31.3%. Reaction SMILES: [N:1]#[N:2].[CH2:3]([O:10][C:11]([NH:13][C@H:14]([C:18]([NH:20][C@@H:21]([CH2:37][C:38]1[CH:43]=[CH:42][CH:41]=[CH:40][CH:39]=1)[C@H:22]([OH:36])[CH2:23][C@@:24]1([C:33]([NH2:35])=[O:34])[CH2:28][CH2:27][CH2:26][N:25]1[C:29]([CH3:32])([CH3:31])[CH3:30])=[O:19])[CH2:15][S:16][CH3:17])=[O:12])[C:4]1[CH:9]=[CH:8][CH:7]=[CH:6][CH:5]=1.ClC1C=CC=C(C(OO)=[O:52])C=1>CO>[N:1]#[N:2].[CH2:3]([O:10][C:11]([NH:13][C@H:14]([C:18]([NH:20][C@@H:21]([CH2:37][C:38]1[CH:39]=[CH:40][CH:41]=[CH:42][CH:43]=1)[C@H:22]([OH:36])[CH2:23][C@@:24]1([C:33]([NH2:35])=[O:34])[CH2:28][CH2:27][CH2:26][N:25]1[C:29]([CH3:32])([CH3:31])[CH3:30])=[O:19])[CH2:15][S:16]([CH3:17])=[O:52])=[O:12])[C:4]1[CH:9]=[CH:8][CH:7]=[CH:6][CH:5]=1 |f:0.1,4.5|. Procedure: A solution of 193 mg of N2 -[3(S)-[[N-(benzyloxycarbonyl)-S-methyl-L-cysteinyl]amino]-2(R)-hydroxy-4-phenylbutyl]-N1 -tert.butyl-L-prolinamide in 2 ml of methanol was cooled to -70° C. A solution of 62 mg of 3-chloroperbenzoic acid in 5 ml of methanol was added and the mixture was stirred at -70° C. for 30 minutes. The solvent was then removed by evaporation and the residue was chromatographed on silica gel using System G for the elution to give 62 mg of N2 -[3(S)-[[N-(benzyloxycarbonyl)-3-(meth...